Dataset: the Open Reaction Database (ORD), a public repository of structured organic reaction records. Task: describe an organic reaction: reactants, conditions, products, and yield The reactants are CCCCO, ClCCl, CCCCOC(=O)CC(=O)CCl. Yields the product CCCCOC(=O)CC(O)CCl. As a reaction SMILES: [CH2:13]([OH:14])[CH2:15][CH2:16][CH3:17].[CH2:18]([Cl:19])[Cl:20].[Cl:1][CH2:2][C:3]([CH2:4][C:5](=[O:6])[O:7][CH2:8][CH2:9][CH2:10][CH3:11])=[O:12]>>[Cl:1][CH2:2][CH:3]([CH2:4][C:5](=[O:6])[O:7][CH2:8][CH2:9][CH2:10][CH3:11])[OH:12]. Conditions: temperature 50 celsius, time 2 hour. Product: C(C1=CC=CC=C1)OC=1C=C(C=CC1N1S(NC(C1)=O)(=O)=O)CCNC(C1=CC=CC=C1)=O (N-{2-[3-Benzyloxy-4-(1,1,4-trioxo-1,2,5-thiadiazolidin-2-yl)-phenyl]-ethyl}-benzamide). RXN SMILES: [CH2:1]([O:8][C:9]1[CH:10]=[C:11]([CH2:29][CH2:30][NH:31][C:32](=[O:39])[C:33]2[CH:38]=[CH:37][CH:36]=[CH:35][CH:34]=2)[CH:12]=[CH:13][C:14]=1[N:15]1[CH2:19][C:18](=[O:20])[N:17](CC[Si](C)(C)C)[S:16]1(=[O:28])=[O:27])[C:2]1[CH:7]=[CH:6][CH:5]=[CH:4][CH:3]=1.CCCC[N+](CCCC)(CCCC)CCCC.[F-].Cl>C1COCC1>[CH2:1]([O:8][C:9]1[CH:10]=[C:11]([CH2:29][CH2:30][NH:31][C:32](=[O:39])[C:33]2[CH:38]=[CH:37][CH:36]=[CH:35][CH:34]=2)[CH:12]=[CH:13][C:14]=1[N:15]1[CH2:19][C:18](=[O:20])[NH:17][S:16]1(=[O:28])=[O:27])[C:2]1[CH:3]=[CH:4][CH:5]=[CH:6][CH:7]=1 |f:1.2|. Procedure: To a solution of N-(2-{3-benzyloxy-4-[1,1,4-trioxo-5-(2-trimethylsilanylethyl)-1,2,5-thiadiazolidin-2-yl]-phenyl}ethyl)-benzamide (0.13 g, 0.23 mmol) in 3 mL THF is added 0.7 mL of a 0.5M solution of TBAF in THF. The mixture is stirred at 50° C. for 2 h then is allowed to cool to RT. The mixture is poured into 1N HCl (20 mL) and extracted with EtOAc. The organic phase is washed with 1N HCl and brine and is dried over magnesium sulfate. The solvent is removed under reduced pressure and the result... Run in C1CCOC1 (THF), C1CCOC1 (THF). Reactants: Cl (HCl), C(C1=CC=CC=C1)OC=1C=C(C=CC1N1S(N(C(C1)=O)CC[Si](C)(C)C)(=O)=O)CCNC(C1=CC=CC=C1)=O (N-(2-{3-benzyloxy-4-[1,1,4-trioxo-5-(2-trimethylsilanylethyl)-1,2,5-thiadiazolidin-2-yl]-phenyl}ethyl)-benzamide), solution, CCCC[N+](CCCC)(CCCC)CCCC.[F-] (TBAF). Starting materials: C(C)(=O)NC(COC(NCCCCCCCCCCCCCCCCCC)=O)CNS(=O)(=O)CCCCl (2-acetamido-3-(3-chloropropylsulfonylamino)-1-octadecylcarbamoyloxypropane), C(CCCCCCCCCCCCCCC)SCC(CNS(=O)(=O)CCCI)OC (1-hexadecylthio-3-(3-iodopropylsulfonylamino)-2-methoxypropane). Product: C(C)(=O)NC(COC(NCCCCCCCCCCCCCCCCCC)=O)CNS(=O)(=O)CCCI (2-acetamido-3-(3-iodopropylsulfonylamino)-1-octadecylcarbamoyloxypropane). RXN SMILES: [C:1]([NH:4][CH:5]([CH2:29][NH:30][S:31]([CH2:34][CH2:35][CH2:36]Cl)(=[O:33])=[O:32])[CH2:6][O:7][C:8](=[O:28])[NH:9][CH2:10][CH2:11][CH2:12][CH2:13][CH2:14][CH2:15][CH2:16][CH2:17][CH2:18][CH2:19][CH2:20][CH2:21][CH2:22][CH2:23][CH2:24][CH2:25][CH2:26][CH3:27])(=[O:3])[CH3:2].C(SCC(OC)CNS(CCC[I:65])(=O)=O)CCCCCCCCCCCCCCC>>[C:1]([NH:4][CH:5]([CH2:29][NH:30][S:31]([CH2:34][CH2:35][CH2:36][I:65])(=[O:33])=[O:32])[CH2:6][O:7][C:8](=[O:28])[NH:9][CH2:10][CH2:11][CH2:12][CH2:13][CH2:14][CH2:15][CH2:16][CH2:17][CH2:18][CH2:19][CH2:20][CH2:21][CH2:22][CH2:23][CH2:24][CH2:25][CH2:26][CH3:27])(=[O:3])[CH3:2]. Procedure details: 2-acetamido-3-(3-chloropropylsulfonylamino)-1-octadecylcarbamoyloxypropane IIIg1 is allowed to react and worked up by the same procedure as described in (5). m.p. 101°-102° C. The summary of the experimental condition and the physical data of the product are listed in Table 8.